Dataset: the Open Reaction Database (ORD), a public repository of structured organic reaction records. Task: describe an organic reaction: reactants, conditions, products, and yield Reactants: CCOC1=NS(=O)(=O)C(C(=O)OCc2ccccc2)=C1Br, CN([SiH](C)C)[Si](C)(C)C, CC#N. Yields the product CCOC1=NS(=O)(=O)C(C(=O)OCc2ccccc2)=C1N. RXN SMILES: [CH2:1]([CH3:2])[O:3][C:4]1=[N:5][S:6](=[O:20])(=[O:21])[C:7]([C:10](=[O:11])[O:12][CH2:13][c:14]2[cH:15][cH:16][cH:17][cH:18][cH:19]2)=[C:8]1[Br:9].[CH3:22][SiH:23]([N:24]([CH3:26])[Si:27]([CH3:28])([CH3:29])[CH3:30])[CH3:25].[CH3:31][C:32]#[N:33]>>[CH2:1]([CH3:2])[O:3][C:4]1=[N:5][S:6](=[O:20])(=[O:21])[C:7]([C:10](=[O:11])[O:12][CH2:13][c:14]2[cH:15][cH:16][cH:17][cH:18][cH:19]2)=[C:8]1[NH2:24]. RXN SMILES: Br[C:2]1[CH:7]=[CH:6][C:5]([C:8]2[NH:17][C:16](=[O:18])[C:15]3[C:10](=[CH:11][C:12]([O:21][CH3:22])=[CH:13][C:14]=3[O:19][CH3:20])[N:9]=2)=[CH:4][CH:3]=1.C([O-])([O-])=O.[K+].[K+].CC1(C)C(C)(C)OB([C:37]2[CH2:42][CH2:41][N:40]([C:43]([O:45][C:46]([CH3:49])([CH3:48])[CH3:47])=[O:44])[CH2:39][CH:38]=2)O1>CN(C=O)C.C1C=CC(P(C2C=CC=CC=2)[C-]2C=CC=C2)=CC=1.C1C=CC(P(C2C=CC=CC=2)[C-]2C=CC=C2)=CC=1.Cl[Pd]Cl.[Fe+2]>[CH3:20][O:19][C:14]1[CH:13]=[C:12]([O:21][CH3:22])[CH:11]=[C:10]2[C:15]=1[C:16](=[O:18])[NH:17][C:8]([C:5]1[CH:6]=[CH:7][C:2]([C:37]3[CH2:42][CH2:41][N:40]([C:43]([O:45][C:46]([CH3:49])([CH3:48])[CH3:47])=[O:44])[CH2:39][CH:38]=3)=[CH:3][CH:4]=1)=[N:9]2 |f:1.2.3,6.7.8.9|. Reported procedure: A solution of 2-(4-bromophenyl)-5,7-dimethoxyquinazolin-4(3H)-one (8) (3.23 mmol), K2CO3 (9.69 mmol), PdCl2(dppf) (0.32 mmol) and tert-butyl 4-(4,4,5,5-tetramethyl-1,3,2-dioxaborolan-2-yl)-5,6-dihydropyridine-1(2H)-carboxylate (9) (3.23 mmol) in DMF (50 mL) was heated to 110° C. overnight. The resulting solution was concentrated in vacuo and the material was purified by flash chromatography on silica gel to give tert-butyl 4-(4-(5,7-dimethoxy-4-oxo-3,4-dihydroquinazolin-2-yl)phenyl)-5,6-dihydrop... The reagents and catalysts are C1=CC=C(C=C1)P([C-]2C=CC=C2)C3=CC=CC=C3.C1=CC=C(C=C1)P([C-]2C=CC=C2)C3=CC=CC=C3.Cl[Pd]Cl.[Fe+2] (PdCl2(dppf)). Product: COC1=C2C(NC(=NC2=CC(=C1)OC)C1=CC=C(C=C1)C1=CCN(CC1)C(=O)OC(C)(C)C)=O (tert-butyl 4-(4-(5,7-dimethoxy-4-oxo-3,4-dihydroquinazolin-2-yl)phenyl)-5,6-dihydropyridine-1(2H)-carboxylate). The reactants are BrC1=CC=C(C=C1)C1=NC2=CC(=CC(=C2C(N1)=O)OC)OC (2-(4-bromophenyl)-5,7-dimethoxyquinazolin-4(3H)-one), C(=O)([O-])[O-].[K+].[K+] (K2CO3), CC1(OB(OC1(C)C)C1=CCN(CC1)C(=O)OC(C)(C)C)C (tert-butyl 4-(4,4,5,5-tetramethyl-1,3,2-dioxaborolan-2-yl)-5,6-dihydropyridine-1(2H)-carboxylate). Solvent: CN(C)C=O (DMF).